Dataset: the Open Reaction Database (ORD), a public repository of structured organic reaction records. Task: describe an organic reaction: reactants, conditions, products, and yield Reactants: FC=1C=C(C(=CC1)N)NC1=NC=CC=C1F (4-fluoro-N2-(3-fluoropyridin-2-yl)benzene-1,2-diamine), C(C)(C)(C)OC(=O)N[C@H](C(=O)O)C ((S)-2-tertbutoxycarbonylaminopropionic acid), C1=CC2=C(N=C1)N(N=N2)O (HOAt), CCN=C=NCCCN(C)C.Cl (N-(3-dimethylaminopropyl)-N-ethylcarbodiimide hydrochloride). Run in C(Cl)Cl (DCM). Run at temperature 0 celsius, time 2 hour. Yields the product C(C)(C)(C)OC(NC(C)C1=NC2=C(N1C1=NC=CC=C1F)C=C(C=C2)F)=O ({1-[6-Fluoro-1-(3-fluoropyridin-2-yl)-1H-benzoimidazol-2-yl]ethyl}carbamic acid tert-butyl ester). The yield is 60.6%. As a reaction SMILES: [F:1][C:2]1[CH:3]=[C:4]([NH:9][C:10]2[C:15]([F:16])=[CH:14][CH:13]=[CH:12][N:11]=2)[C:5]([NH2:8])=[CH:6][CH:7]=1.[C:17]([O:21][C:22]([NH:24][C@@H:25]([CH3:29])[C:26](O)=O)=[O:23])([CH3:20])([CH3:19])[CH3:18].C1C=NC2N(O)N=NC=2C=1.CCN=C=NCCCN(C)C.Cl>C(Cl)Cl>[C:17]([O:21][C:22](=[O:23])[NH:24][CH:25]([C:26]1[N:9]([C:10]2[C:15]([F:16])=[CH:14][CH:13]=[CH:12][N:11]=2)[C:4]2[CH:3]=[C:2]([F:1])[CH:7]=[CH:6][C:5]=2[N:8]=1)[CH3:29])([CH3:20])([CH3:19])[CH3:18] |f:3.4|. Procedure details: A mixture of 4-fluoro-N2-(3-fluoropyridin-2-yl)benzene-1,2-diamine (81 mg, 0.37 mmol), (S)-2-tertbutoxycarbonylaminopropionic acid (76 mg, 0.40 mmol), HOAt (55 mg, 0.40 mmol) and N-(3-dimethylaminopropyl)-N-ethylcarbodiimide hydrochloride (77 mg, 0.40 mmol) in DCM (5 mL) was stirred at 0° C. for 2 h. The reaction mixture was partitioned between DCM and a saturated aqueous solution of NaHCO3. The organic layer was dried and concentrated in vacuo. The resulting residue was taken up in AcOH (5 mL) ... Reactants: ClC1=NC(=C2N=CN(C2=N1)C1CCCC1)NCCNS(=O)(=O)C1=CC=C(C=C1)OC (N-[2-[(2-chloro-9-cyclopentyl-9H-purin-6-yl)-amino]-ethyl]-4-methoxy-benzenesulphonamide), N[C@@H]1CC[C@H](CC1)N (trans-1,4-diaminocyclohexane), CCOC(=O)C (AcOEt). Solvent: O (water). Yields the product Cl.Cl.N[C@@H]1CC[C@H](CC1)NC1=NC(=C2N=CN(C2=N1)C1CCCC1)NCCNS(=O)(=O)C1=CC=C(C=C1)OC (trans-N-[2-[[2-[(4-aminocyclo-hexyl)-amino]-9-cyclopentyl-9H-purin-6-yl]-amino]-ethyl]-4-methoxy-benzenesulphonamide dihydrochloride). Yield: 113.0%. RXN SMILES: [Cl:1][C:2]1[N:10]=[C:9]2[C:5]([N:6]=[CH:7][N:8]2[CH:11]2[CH2:15][CH2:14][CH2:13][CH2:12]2)=[C:4]([NH:16][CH2:17][CH2:18][NH:19][S:20]([C:23]2[CH:28]=[CH:27][C:26]([O:29][CH3:30])=[CH:25][CH:24]=2)(=[O:22])=[O:21])[N:3]=1.[NH2:31][C@H:32]1[CH2:37][CH2:36][C@H:35]([NH2:38])[CH2:34][CH2:33]1.CCOC(C)=O>O>[ClH:1].[ClH:1].[NH2:31][C@H:32]1[CH2:37][CH2:36][C@H:35]([NH:38][C:2]2[N:10]=[C:9]3[C:5]([N:6]=[CH:7][N:8]3[CH:11]3[CH2:12][CH2:13][CH2:14][CH2:15]3)=[C:4]([NH:16][CH2:17][CH2:18][NH:19][S:20]([C:23]3[CH:28]=[CH:27][C:26]([O:29][CH3:30])=[CH:25][CH:24]=3)(=[O:22])=[O:21])[N:3]=2)[CH2:34][CH2:33]1 |f:4.5.6|. Procedure: The operation is carried out as in Stage 2 of Example 10 starting from 126 mg of the product obtained in Stage 1 above and 319 mg of trans-1,4-diaminocyclohexane and the reaction medium is heated to approximately 140° C. for approximately 3 hours, left to return to 80° C., 5 ml of AcOEt is added, 5 ml of warm water is added, the reaction medium is left to return to ambient temperature, followed by extracting with 2×5 ml of ethyl acetate, washing with 5 ml of saturated sodium chloride, then dryin... Reactants: CCOC(=O)N1c2cc(O)c(OC)cc2C(=O)CC1C, CC(=O)[O-], CCO, Cl, NO, [Na+], O. Yields the product CCOC(=O)N1c2cc(O)c(OC)cc2C(=NO)CC1C. As a reaction SMILES: [CH2:1]([CH3:2])[O:3][C:4](=[O:5])[N:6]1[CH:7]([CH3:20])[CH2:8][C:9](=[O:19])[c:10]2[cH:11][c:12]([O:17][CH3:18])[c:13]([OH:16])[cH:14][c:15]21.[CH3:25][C:26](=[O:27])[O-:28].[CH3:30][CH2:31][OH:32].[ClH:21].[NH2:22][OH:23].[Na+:24].[OH2:29]>>[CH2:1]([CH3:2])[O:3][C:4](=[O:5])[N:6]1[CH:7]([CH3:20])[CH2:8][C:9](=[N:22][OH:23])[c:10]2[cH:11][c:12]([O:17][CH3:18])[c:13]([OH:16])[cH:14][c:15]21. Reactants: BrB(Br)Br, ClCCl, COCCOc1ccn2c(-c3ccc4cccc(OC5CCNCC5F)c4n3)cnc2c1. Product: OCCOc1ccn2c(-c3ccc4cccc(OC5CCNCC5F)c4n3)cnc2c1. As a reaction SMILES: [B:33]([Br:34])([Br:35])[Br:36].[Cl:37][CH2:38][Cl:39].[F:1][CH:2]1[CH2:3][NH:4][CH2:5][CH2:6][CH:7]1[O:8][c:9]1[cH:10][cH:11][cH:12][c:13]2[cH:14][cH:15][c:16](-[c:19]3[cH:20][n:21][c:22]4[n:23]3[cH:24][cH:25][c:26]([O:28][CH2:29][CH2:30][O:31][CH3:32])[cH:27]4)[n:17][c:18]12>>[F:1][CH:2]1[CH2:3][NH:4][CH2:5][CH2:6][CH:7]1[O:8][c:9]1[cH:10][cH:11][cH:12][c:13]2[cH:14][cH:15][c:16](-[c:19]3[cH:20][n:21][c:22]4[n:23]3[cH:24][cH:25][c:26]([O:28][CH2:29][CH2:30][OH:31])[cH:27]4)[n:17][c:18]12. The reactants are C1=CC=CC=C1 (benzene), BrC=1C=C(SC1)C=O (4-bromo-2-thiophene carboxaldehyde), C(CO)O (ethylene glycol), O.C1(=CC=C(C=C1)S(=O)(=O)O)C (p-toluenesulfonic acid monohydrate). Solvent: O (H2O), CCOCC (Et2O). Yields the product BrC=1C=C(SC1)C1OCCO1 (2-(4-bromo-2-thienyl)-1,3-dioxolane). Yield: 90.0%. As a reaction SMILES: C1C=CC=CC=1.[Br:7][C:8]1[CH:9]=[C:10]([CH:13]=[O:14])[S:11][CH:12]=1.[CH2:15](O)[CH2:16][OH:17].O.C1(C)C=CC(S(O)(=O)=O)=CC=1>CCOCC.O>[Br:7][C:8]1[CH:9]=[C:10]([CH:13]2[O:17][CH2:16][CH2:15][O:14]2)[S:11][CH:12]=1 |f:3.4|. Procedure details: A benzene (55 mL) solution of 4-bromo-2-thiophene carboxaldehyde (9.76 g 51.09 mmol), ethylene glycol (8.55 mL, 153.26 mmol) and p-toluenesulfonic acid monohydrate (0.972 g, 5.11 mmol) was refluxed with azeotropic removal of H2O for 6 h and then cooled to ambient temperature. The reaction mixture was diluted with Et2O and the organics washed with sat'd NaHCO3, brine and then dried (MgSO4), filtered and concentrated. Chromatography on silica gel using 95:5 Hexanes:EtOAc eluted the product to prov... Starting materials: FC1=C(C=O)C=CC=C1 (2-fluoro-benzaldehyde), [Cl-].[NH4+] (ammonium chloride), C(C)(C)NC(C)C (diisopropylamine), C(CCC)[Li] (n-butyllithium), C(C)#N (acetonitrile). The solvent is O1CCCC1 (tetrahydrofuran). Conditions: temperature -70 celsius, time 10 minute. The product is FC1=C(C=CC=C1)C(C#N)(C)O ((2-Fluoro-phenyl)-hydroxypropionitrile). Yield: 92.2%. As a reaction SMILES: [CH:1]([NH:4]C(C)C)(C)C.[CH2:8]([Li])CCC.C(#N)C.[F:16][C:17]1[CH:24]=[CH:23][CH:22]=[CH:21][C:18]=1[CH:19]=[O:20].[Cl-].[NH4+]>O1CCCC1>[F:16][C:17]1[CH:24]=[CH:23][CH:22]=[CH:21][C:18]=1[C:19]([OH:20])([CH3:8])[C:1]#[N:4] |f:4.5|. Procedure details: To a stirring solution of diisopropylamine (5.95 mL, 42.7 mmol) in tetrahydrofuran (100 mL) at −70° C. under nitrogen was added a solution of n-butyllithium (17.6 mL, 44 mmol, 2.5 M in hexane). After the addition was complete, the mixture was stirred at −70° C. for 10 minutes and removed cooling bath for 5 minutes. The mixture was cooled back to −70° C., acetonitrile (2 mL, 38.1 mmol) was added and the reaction mixture was then stirred at −70° C. for 30 minutes. 2-fluoro-benzaldehyde (5 mL, 47.4... The reactants are 165, palladium on carbon Cyclohexadiene, C(C1=CC=CC=C1)OC=1C=C2C(=C(N(C2=CC1)CC1=CC=C(C=C1)OCCCN1CCCCC1)C1=CC=C(C=C1)OCC1=CC=CC=C1)C (5-Benzyloxy-2-(4-benzyloxy-phenyl)-1-[4-(3-piperidin-1-yl-propoxy)-benzyl]-3methyl-1H-indole). Solvent: O1CCCC1 (tetrahydrofuran), C(C)O (ethanol). Conditions: time 18 hour. The product is OC1=CC=C(C=C1)C=1N(C2=CC=C(C=C2C1C)O)CC1=CC=C(C=C1)OCCCN1CCCCC1 (2-(4-Hydroxy-phenyl)-3-methyl-1-{4-[3-(piperidin-1-yl)-propoxy]-benzyl}-1H-indol-5-ol). As a reaction SMILES: C([O:8][C:9]1[CH:10]=[C:11]2[C:15](=[CH:16][CH:17]=1)[N:14]([CH2:18][C:19]1[CH:24]=[CH:23][C:22]([O:25][CH2:26][CH2:27][CH2:28][N:29]3[CH2:34][CH2:33][CH2:32][CH2:31][CH2:30]3)=[CH:21][CH:20]=1)[C:13]([C:35]1[CH:40]=[CH:39][C:38]([O:41]CC3C=CC=CC=3)=[CH:37][CH:36]=1)=[C:12]2[CH3:49])C1C=CC=CC=1>O1CCCC1.C(O)C>[OH:41][C:38]1[CH:39]=[CH:40][C:35]([C:13]2[N:14]([CH2:18][C:19]3[CH:24]=[CH:23][C:22]([O:25][CH2:26][CH2:27][CH2:28][N:29]4[CH2:30][CH2:31][CH2:32][CH2:33][CH2:34]4)=[CH:21][CH:20]=3)[C:15]3[C:11]([C:12]=2[CH3:49])=[CH:10][C:9]([OH:8])=[CH:17][CH:16]=3)=[CH:36][CH:37]=1. Procedure details: A solution of 5-Benzyloxy-2-(4-benzyloxy-phenyl)-1-[4-(3-piperidin-1-yl-propoxy)-benzyl]-3methyl-1H-indole No. 165 (2.35 g) in tetrahydrofuran (25 mL) and ethanol (25 mL) was added to 2.3 g of 10% palladium on carbon Cyclohexadiene (10 mL) was added and the reaction allowed to stir at room temperature for 18 hours. The catalyst was filtered through celite and the reaction mixture was concentrated and chromatographed on silica gel using dichlomaethane/methanol (4:1) to elute the product (0.8 g) a... Reactants: CC(C)CC(C(=O)NN(CC(C)C)C(=O)CC(=O)c1ncc[nH]1)C(CCCC1CCCC1)C(=O)NOCc1ccccc1, CCOCC, CO. Yields the product CC(C)CC(C(=O)NN(CC(C)C)C(=O)CC(=O)c1ncc[nH]1)C(CCCC1CCCC1)C(=O)NO. RXN SMILES: [CH2:1]([c:2]1[cH:3][cH:4][cH:5][cH:6][cH:7]1)[O:8][NH:9][C:10](=[O:11])[CH:12]([CH2:13][CH2:14][CH2:15][CH:16]1[CH2:17][CH2:18][CH2:19][CH2:20]1)[CH:21]([C:22](=[O:23])[NH:24][N:25]([C:26]([CH2:27][C:28](=[O:29])[c:30]1[nH:31][cH:32][cH:33][n:34]1)=[O:35])[CH2:36][CH:37]([CH3:38])[CH3:39])[CH2:40][CH:41]([CH3:42])[CH3:43].[CH3:44][CH2:45][O:46][CH2:47][CH3:48].[CH3:49][OH:50]>>[OH:8][NH:9][C:10](=[O:11])[CH:12]([CH2:13][CH2:14][CH2:15][CH:16]1[CH2:17][CH2:18][CH2:19][CH2:20]1)[CH:21]([C:22](=[O:23])[NH:24][N:25]([C:26]([CH2:27][C:28](=[O:29])[c:30]1[nH:31][cH:32][cH:33][n:34]1)=[O:35])[CH2:36][CH:37]([CH3:38])[CH3:39])[CH2:40][CH:41]([CH3:42])[CH3:43]. Reactants: CS(C)=O, CO, O=[N+]([O-])c1ccc2nccc(Cl)c2c1, Cl, Cc1cc(Nc2ccc(NC(=O)c3ccc(N)cc3)cc2)nc(N)n1. The product is Cl, Cc1cc(Nc2ccc(NC(=O)c3ccc(Nc4ccnc5ccc([N+](=O)[O-])cc45)cc3)cc2)nc(N)n1. Reaction SMILES: [CH3:41][S:42]([CH3:43])=[O:44].[CH3:45][OH:46].[Cl:27][c:28]1[cH:29][cH:30][n:31][c:32]2[cH:33][cH:34][c:35]([N+:38](=[O:39])[O-:40])[cH:36][c:37]12.[ClH:1].[NH2:2][c:3]1[cH:4][cH:5][c:6]([C:7](=[O:8])[NH:9][c:10]2[cH:11][cH:12][c:13]([NH:16][c:17]3[n:18][c:19]([NH2:24])[n:20][c:21]([CH3:23])[cH:22]3)[cH:14][cH:15]2)[cH:25][cH:26]1>>[ClH:27].[NH:2]([c:3]1[cH:4][cH:5][c:6]([C:7](=[O:8])[NH:9][c:10]2[cH:11][cH:12][c:13]([NH:16][c:17]3[n:18][c:19]([NH2:24])[n:20][c:21]([CH3:23])[cH:22]3)[cH:14][cH:15]2)[cH:25][cH:26]1)[c:28]1[cH:29][cH:30][n:31][c:32]2[cH:33][cH:34][c:35]([N+:38](=[O:39])[O-:40])[cH:36][c:37]12. The reactants are CC(C)(C)NC(=O)c1ccc(B(O)O)cc1, [Na+], [Na+], O=C([O-])[O-], C1COCCO1, Cl[Pd]Cl, Cc1ccc(S(=O)(=O)OC(=CC2CCCC2)c2cc3cc(F)cnc3n2S(=O)(=O)c2ccccc2)cc1, c1ccc(P(c2ccccc2)c2ccccc2)cc1, c1ccc(P(c2ccccc2)c2ccccc2)cc1. Yields the product CC(C)(C)NC(=O)c1ccc(C(=CC2CCCC2)c2cc3cc(F)cnc3n2S(=O)(=O)c2ccccc2)cc1. RXN SMILES: [C:38]([CH3:39])([CH3:40])([CH3:41])[NH:42][C:43](=[O:44])[c:45]1[cH:46][cH:47][c:48]([B:51]([OH:52])[OH:53])[cH:49][cH:50]1.[Na+:54].[Na+:55].[O-:56][C:57](=[O:58])[O-:59].[O:60]1[CH2:61][CH2:62][O:63][CH2:64][CH2:65]1.[Pd:66]([Cl:67])[Cl:68].[c:1]1([S:7](=[O:8])(=[O:9])[n:10]2[c:11]([C:20](=[CH:21][CH:22]3[CH2:23][CH2:24][CH2:25][CH2:26]3)[O:27][S:28]([c:29]3[cH:30][cH:31][c:32]([CH3:33])[cH:34][cH:35]3)(=[O:36])=[O:37])[cH:12][c:13]3[c:14]2[n:15][cH:16][c:17]([F:19])[cH:18]3)[cH:2][cH:3][cH:4][cH:5][cH:6]1.[c:69]1([P:70]([c:71]2[cH:72][cH:73][cH:74][cH:75][cH:76]2)[c:77]2[cH:78][cH:79][cH:80][cH:81][cH:82]2)[cH:83][cH:84][cH:85][cH:86][cH:87]1.[c:88]1([P:89]([c:90]2[cH:91][cH:92][cH:93][cH:94][cH:95]2)[c:96]2[cH:97][cH:98][cH:99][cH:100][cH:101]2)[cH:102][cH:103][cH:104][cH:105][cH:106]1>>[c:1]1([S:7](=[O:8])(=[O:9])[n:10]2[c:11]([C:20](=[CH:21][CH:22]3[CH2:23][CH2:24][CH2:25][CH2:26]3)[c:48]3[cH:47][cH:46][c:45]([C:43]([NH:42][C:38]([CH3:39])([CH3:40])[CH3:41])=[O:44])[cH:50][cH:49]3)[cH:12][c:13]3[c:14]2[n:15][cH:16][c:17]([F:19])[cH:18]3)[cH:2][cH:3][cH:4][cH:5][cH:6]1.